From a dataset of the Open Reaction Database (ORD), a public repository of structured organic reaction records. describe an organic reaction: reactants, conditions, products, and yield Reactants: O=C1CCC2(CC1)OCCO2, CC[O-], CCO, C[N+](=O)[O-], [Na+]. Product: O=[N+]([O-])CC1(O)CCC2(CC1)OCCO2. Reaction SMILES: [CH2:1]1[CH2:2][O:3][C:4]2([CH2:5][CH2:6][C:7](=[O:10])[CH2:8][CH2:9]2)[O:11]1.[CH3:17][CH2:18][O-:19].[CH3:20][CH2:21][OH:22].[N+:12](=[O:13])([O-:14])[CH3:15].[Na+:16]>>[CH2:1]1[CH2:2][O:3][C:4]2([CH2:5][CH2:6][C:7]([OH:10])([CH2:15][N+:12](=[O:13])[O-:14])[CH2:8][CH2:9]2)[O:11]1. Reactants: C1CCOC1, CN(C)S(=O)(=O)n1cc(C(O)Cc2ccccc2)nc1[Si](C)(C)C(C)(C)C, CI, CCOC(C)=O, [H-], [Na+]. The product is COC(Cc1ccccc1)c1cn(S(=O)(=O)N(C)C)c([Si](C)(C)C(C)(C)C)n1. RXN SMILES: [CH2:32]1[O:33][CH2:34][CH2:35][CH2:36]1.[CH3:1][N:2]([S:3](=[O:4])(=[O:5])[n:6]1[c:7]([Si:20]([CH3:21])([CH3:22])[C:23]([CH3:24])([CH3:25])[CH3:26])[n:8][c:9]([CH:11]([CH2:12][c:13]2[cH:14][cH:15][cH:16][cH:17][cH:18]2)[OH:19])[cH:10]1)[CH3:27].[CH3:30][I:31].[CH3:37][CH2:38][O:39][C:40]([CH3:41])=[O:42].[H-:29].[Na+:28]>>[CH3:1][N:2]([S:3](=[O:4])(=[O:5])[n:6]1[c:7]([Si:20]([CH3:21])([CH3:22])[C:23]([CH3:24])([CH3:25])[CH3:26])[n:8][c:9]([CH:11]([CH2:12][c:13]2[cH:14][cH:15][cH:16][cH:17][cH:18]2)[O:19][CH3:30])[cH:10]1)[CH3:27].